Dataset: the Open Reaction Database (ORD), a public repository of structured organic reaction records. Task: describe an organic reaction: reactants, conditions, products, and yield Starting materials: CC(=O)O, CC(=O)O[BH-](OC(C)=O)OC(C)=O, CCO, CCc1c(C=O)cccc1-c1nnc(-c2ccc(OC(C)C)c(Cl)c2)s1, O=C(O)C1CCNC1, [Na+]. The product is CCc1c(CN2CCC(C(=O)O)C2)cccc1-c1nnc(-c2ccc(OC(C)C)c(Cl)c2)s1. As a reaction SMILES: [C:35]([OH:36])(=[O:37])[CH3:38].[C:39]([O:40][BH-:41]([O:42][C:43](=[O:44])[CH3:45])[O:46][C:47](=[O:48])[CH3:49])(=[O:50])[CH3:51].[CH3:53][CH2:54][OH:55].[Cl:1][c:2]1[cH:3][c:4](-[c:12]2[n:13][n:14][c:15](-[c:17]3[c:18]([CH2:25][CH3:26])[c:19]([CH:20]=[O:21])[cH:22][cH:23][cH:24]3)[s:16]2)[cH:5][cH:6][c:7]1[O:8][CH:9]([CH3:10])[CH3:11].[NH:27]1[CH2:28][CH:29]([C:32](=[O:33])[OH:34])[CH2:30][CH2:31]1.[Na+:52]>>[Cl:1][c:2]1[cH:3][c:4](-[c:12]2[n:13][n:14][c:15](-[c:17]3[c:18]([CH2:25][CH3:26])[c:19]([CH2:20][N:27]4[CH2:28][CH:29]([C:32](=[O:33])[OH:34])[CH2:30][CH2:31]4)[cH:22][cH:23][cH:24]3)[s:16]2)[cH:5][cH:6][c:7]1[O:8][CH:9]([CH3:10])[CH3:11].